From a dataset of the Open Reaction Database (ORD), a public repository of structured organic reaction records. describe an organic reaction: reactants, conditions, products, and yield Starting materials: Nc1nccs1, COC(=O)C1=C(O)c2c(c3ccccc3n2C)S(=O)(=O)N1, Cc1ccccc1C. Yields the product Cn1c2c(c3ccccc31)S(=O)(=O)NC(C(=O)Nc1nccs1)=C2O. RXN SMILES: [NH2:22][c:23]1[s:24][cH:25][cH:26][n:27]1.[OH:1][C:2]1=[C:3]([C:18](=[O:19])[O:20][CH3:21])[NH:4][S:5](=[O:16])(=[O:17])[c:6]2[c:7]1[n:8]([CH3:15])[c:9]1[cH:10][cH:11][cH:12][cH:13][c:14]21.[c:28]1([CH3:29])[c:30]([CH3:31])[cH:32][cH:33][cH:34][cH:35]1>>[OH:1][C:2]1=[C:3]([C:18](=[O:19])[NH:22][c:23]2[s:24][cH:25][cH:26][n:27]2)[NH:4][S:5](=[O:16])(=[O:17])[c:6]2[c:7]1[n:8]([CH3:15])[c:9]1[cH:10][cH:11][cH:12][cH:13][c:14]21. The reactants are O (water), S(=O)(=O)(C1=CC=C(C)C=C1)OCCCC1=CC=C(C=C1)N1CCC(CC1)NC(=O)OC(C)(C)C (N-(4-(3-tosyloxypropyl)phenyl)-4-tert-butoxycarbonylaminopiperidine), N1N=CN=C1 (1,2,4-triazole), C([O-])([O-])=O.[K+].[K+] (potassium carbonate). Run in C(C)#N (acetonitrile), CN(C)C=O (DMF). Run at temperature 60 celsius, time 1 hour. The product is N1(N=CN=C1)CCCC1=CC=C(C=C1)N1CCC(CC1)NC(=O)OC(C)(C)C (N-(4-(3-(1,2,4-triazol-1-yl)-propyl)-phenyl)-4-tert-butoxycarbonylaminopiperidine). Reaction SMILES: S(O[CH2:12][CH2:13][CH2:14][C:15]1[CH:20]=[CH:19][C:18]([N:21]2[CH2:26][CH2:25][CH:24]([NH:27][C:28]([O:30][C:31]([CH3:34])([CH3:33])[CH3:32])=[O:29])[CH2:23][CH2:22]2)=[CH:17][CH:16]=1)(C1C=CC(C)=CC=1)(=O)=O.[NH:35]1[CH:39]=[N:38][CH:37]=[N:36]1.C(=O)([O-])[O-].[K+].[K+].O>C(#N)C.CN(C=O)C>[N:35]1([CH2:12][CH2:13][CH2:14][C:15]2[CH:16]=[CH:17][C:18]([N:21]3[CH2:26][CH2:25][CH:24]([NH:27][C:28]([O:30][C:31]([CH3:33])([CH3:34])[CH3:32])=[O:29])[CH2:23][CH2:22]3)=[CH:19][CH:20]=2)[CH:39]=[N:38][CH:37]=[N:36]1 |f:2.3.4|. Procedure details: The N-(4-(3-tosyloxypropyl)phenyl)-4-tert-butoxycarbonylaminopiperidine (330 mg, 0.68 mmol) obtained in Example 8(4) was dissolved in a mixed solvent of acetonitrile (5 ml) and DMF (5 ml), and 1,2,4-triazole (54 mg, 0.81 mmol) and potassium carbonate (187 mg, 1.35 mmol) were added thereto, followed by stirring at 60° C. for 1 hour. After the reaction mixture was cooled to room temperature, water was added thereto, and the precipitate was collected by filtration, thereby obtaining N-(4-(3-(1,2,4-... Reactants: O=C1NOC(=C1)[C@H]1C[C@@H](N(CC1)C(=O)OC)CC1=C(C=CC=C1)C(F)(F)F (Trans-methyl 4-(3-oxo-2,3-dihydroisoxazol-5-yl)-2-(2-(trifluoromethyl)benzyl)piperidine-1-carboxylate), C(C)(=O)O (acetic acid). The solvent is Br (hydrogen bromide). Reaction conditions: time 8 hour. Product: FC(C1=C(C[C@@H]2NCC[C@H](C2)C2=CC(NO2)=O)C=CC=C1)(F)F (5-(trans-2-(2-(trifluoromethyl)benzyl)piperidin-4-yl)isoxazol-3(2H)-one). The yield is 39.6%. As a reaction SMILES: [O:1]=[C:2]1[CH:6]=[C:5]([C@@H:7]2[CH2:12][CH2:11][N:10](C(OC)=O)[C@@H:9]([CH2:17][C:18]3[CH:23]=[CH:22][CH:21]=[CH:20][C:19]=3[C:24]([F:27])([F:26])[F:25])[CH2:8]2)[O:4][NH:3]1.C(O)(=O)C>Br>[F:27][C:24]([F:25])([F:26])[C:19]1[CH:20]=[CH:21][CH:22]=[CH:23][C:18]=1[CH2:17][C@H:9]1[CH2:8][C@H:7]([C:5]2[O:4][NH:3][C:2](=[O:1])[CH:6]=2)[CH2:12][CH2:11][NH:10]1. Reported procedure: Trans-methyl 4-(3-oxo-2,3-dihydroisoxazol-5-yl)-2-(2-(trifluoromethyl)benzyl)piperidine-1-carboxylate (157 mg, 0.41 mmol) was dissolved in hydrogen bromide (33% in acetic acid (3 mL, 17.13 mmol) and the mixture stirred at room temperature overnight. The solvent was evaporated and the residue purified by preparative HPLC (Instrument: FractionLynx III, Mobilphase: gradient 5-95% MeCN in 0.2% NH3, pH 10, Column: Xbridge Prep C18 5 μm OBD 19*150 mm) to yield 5-(trans-2-(2-(trifluoromethyl)benzyl)pip... Reactants: BrC1=CC=2C(C3=CC(=CC=C3C2C=C1)Br)(CCC(CCCC(CCCC(C)C)C)C)CCC(CCCC(CCCC(C)C)C)C (2,7-Dibromo-9,9-bis(3,7,11-trimethyldodecyl)fluorene), C(CCC)[Li] (n-butyllithium), C1CCOC1 (THF), C(=O)N1CCCCC1 (N-formyl piperidine). The product is BrC1=CC=C2C=3C=CC(=CC3C(C2=C1)(CCC(CCCC(CCCC(C)C)C)C)CCC(CCCC(CCCC(C)C)C)C)C=O (7-Bromo-9,9-bis(3,7,11-trimethyldodecyl)fluorene-2-carbaldehyde). Isolated yield 72.0%. As a reaction SMILES: [Br:1][C:2]1[CH:14]=[CH:13][C:12]2[C:11]3C(=CC(Br)=[CH:9][CH:10]=3)[C:5]([CH2:31][CH2:32][CH:33]([CH3:45])[CH2:34][CH2:35][CH2:36][CH:37]([CH3:44])[CH2:38][CH2:39][CH2:40][CH:41]([CH3:43])[CH3:42])([CH2:16][CH2:17][CH:18]([CH3:30])[CH2:19][CH2:20][CH2:21][CH:22]([CH3:29])[CH2:23][CH2:24][CH2:25][CH:26]([CH3:28])[CH3:27])[C:4]=2[CH:3]=1.C([Li])CCC.C(N1CCCCC1)=O.[CH2:59]1[CH2:63][O:62][CH2:61][CH2:60]1>>[Br:1][C:2]1[CH:3]=[C:4]2[C:12]([C:11]3[CH:10]=[CH:9][C:59]([CH:63]=[O:62])=[CH:60][C:61]=3[C:5]2([CH2:31][CH2:32][CH:33]([CH3:45])[CH2:34][CH2:35][CH2:36][CH:37]([CH3:44])[CH2:38][CH2:39][CH2:40][CH:41]([CH3:43])[CH3:42])[CH2:16][CH2:17][CH:18]([CH3:30])[CH2:19][CH2:20][CH2:21][CH:22]([CH3:29])[CH2:23][CH2:24][CH2:25][CH:26]([CH3:28])[CH3:27])=[CH:13][CH:14]=1. Procedure: 2,7-Dibromo-9,9-bis(3,7,11-trimethyldodecyl)fluorene (Example 7; 21.02 g, 28.25 mmol) was reacted with n-butyllithium (1.6 M, 16.5 mL, 26.4 mmol) in THF at −78° C., and quenched with N-formyl piperidine (4.7 mL, 42.3 mmol). The crude product was chromatographed over silica gel eluting with 15 and 25% toluene-heptane to get the aldehyde product as a liquid, 13.11 g (72% Yield). Mass spec: m/z 692, 694 (M+). Anal Calcd for C44H69BrO: C, 76.16%; H, 10.02%; Br 11.51%. Found: C, 76.39%; H, 9.85%; Br,... The reactants are O=C1c2ccccc2C(=O)N1CCCBr, CNCCOC, [K+], [K+], O=C([O-])[O-], CN(C)C=O. The product is COCCN(C)CCCN1C(=O)c2ccccc2C1=O. RXN SMILES: [Br:7][CH2:8][CH2:9][CH2:10][N:11]1[C:12](=[O:21])[c:13]2[c:14]([cH:17][cH:18][cH:19][cH:20]2)[C:15]1=[O:16].[CH3:1][O:2][CH2:3][CH2:4][NH:5][CH3:6].[K+:22].[K+:23].[O-:24][C:25]([O-:26])=[O:27].[O:28]=[CH:29][N:30]([CH3:31])[CH3:32]>>[CH3:1][O:2][CH2:3][CH2:4][N:5]([CH3:6])[CH2:8][CH2:9][CH2:10][N:11]1[C:12](=[O:21])[c:13]2[c:14]([cH:17][cH:18][cH:19][cH:20]2)[C:15]1=[O:16]. As a reaction SMILES: [Cl:1][C:2]1[CH:20]=[C:19]([C:21]([F:24])([F:23])[F:22])[CH:18]=[C:17]([F:25])[C:3]=1[O:4][C:5]1[CH:6]=[CH:7][C:8]([N+:14]([O-:16])=[O:15])=[C:9]([CH:13]=1)[C:10](Cl)=[O:11].[CH3:26][S:27]([NH2:30])(=[O:29])=[O:28]>>[CH3:26][S:27]([NH:30][C:10](=[O:11])[C:9]1[CH:13]=[C:5]([O:4][C:3]2[C:17]([F:25])=[CH:18][C:19]([C:21]([F:24])([F:23])[F:22])=[CH:20][C:2]=2[Cl:1])[CH:6]=[CH:7][C:8]=1[N+:14]([O-:16])=[O:15])(=[O:29])=[O:28]. Yields the product required compound, CS(=O)(=O)NC(C1=C(C=CC(=C1)OC1=C(C=C(C=C1F)C(F)(F)F)Cl)[N+](=O)[O-])=O (N-methanesulphonyl-5-(2-chloro-6-fluoro-4-trifluoromethylphenoxy)-2-nitro-benzamide). Procedure details: Reaction of 5-(2-chloro-6-fluoro-4-trifluoromethylphenoxy)-2-nitro benzoyl chloride with methanesulphonamide to give the required compound, i.e. N-methanesulphonyl-5-(2-chloro-6-fluoro-4-trifluoromethylphenoxy)-2-nitro-benzamide. Starting materials: ClC1=C(OC=2C=CC(=C(C(=O)Cl)C2)[N+](=O)[O-])C(=CC(=C1)C(F)(F)F)F (5-(2-chloro-6-fluoro-4-trifluoromethylphenoxy)-2-nitro benzoyl chloride), CS(=O)(=O)N (methanesulphonamide). The reactants are C(C(=O)Cl)(=O)Cl (Oxalyl chloride), C(C)(=O)OC(C(=O)O)CCCCl (2-acetoxy-5-chloropentanoic acid). Conditions: time 15 hour. The product is C(C)(=O)OC(C(=O)Cl)CCCCl (2-Acetoxy-5-chloropentanoyl chloride). The yield is 96.0%. Reaction SMILES: C(Cl)(=O)C([Cl:4])=O.[C:7]([O:10][CH:11]([CH2:15][CH2:16][CH2:17][Cl:18])[C:12](O)=[O:13])(=[O:9])[CH3:8]>>[C:7]([O:10][CH:11]([CH2:15][CH2:16][CH2:17][Cl:18])[C:12]([Cl:4])=[O:13])(=[O:9])[CH3:8]. Reported procedure: Oxalyl chloride (114 g, 0.90 mol) was added to 2-acetoxy-5-chloropentanoic acid g, 0.37 mol). The mixture was stirred at room temperature for 15 h. The volatiles were evaporated and the oily residue was distilled in vacuo to give 75 g (96%) of product. B.p. 93-95° C. (2 mm Hg). Starting materials: [BH4-].[Na+] (Sodium borohydride), C1(CC1)COC=1C=C(C=CC1)C1=C(N(C2=CC=C(C=C12)OCC=O)CC1=CC(=CC=C1)OC)C(=O)OCC (Ethyl 3-[3-(cyclopropylmethoxy)phenyl]-1-(3-methoxybenzyl)-5-(2-oxoethoxy)-1H-indole-2-carboxylate). Solvent: CO (methanol). Reaction conditions: time 2 hour. Product: C1(CC1)COC=1C=C(C=CC1)C1=C(N(C2=CC=C(C=C12)OCCO)CC1=CC(=CC=C1)OC)C(=O)OCC (Ethyl 3-[3-(cyclopropylmethoxy)phenyl]-5-(2-hydroxyethoxy)-1-(3-methoxybenzyl)-1H-indole-2-carboxylate). Isolated yield 95.1%. As a reaction SMILES: [BH4-].[Na+].[CH:3]1([CH2:6][O:7][C:8]2[CH:9]=[C:10]([C:14]3[C:22]4[C:17](=[CH:18][CH:19]=[C:20]([O:23][CH2:24][CH:25]=[O:26])[CH:21]=4)[N:16]([CH2:27][C:28]4[CH:33]=[CH:32][CH:31]=[C:30]([O:34][CH3:35])[CH:29]=4)[C:15]=3[C:36]([O:38][CH2:39][CH3:40])=[O:37])[CH:11]=[CH:12][CH:13]=2)[CH2:5][CH2:4]1>CO>[CH:3]1([CH2:6][O:7][C:8]2[CH:9]=[C:10]([C:14]3[C:22]4[C:17](=[CH:18][CH:19]=[C:20]([O:23][CH2:24][CH2:25][OH:26])[CH:21]=4)[N:16]([CH2:27][C:28]4[CH:33]=[CH:32][CH:31]=[C:30]([O:34][CH3:35])[CH:29]=4)[C:15]=3[C:36]([O:38][CH2:39][CH3:40])=[O:37])[CH:11]=[CH:12][CH:13]=2)[CH2:5][CH2:4]1 |f:0.1|. Procedure details: Sodium borohydride (38 mg, 1.0 mmol) was added to a stirred solution of ethyl 3-[3-(cyclopropylmethoxy)phenyl]-1-(3-methoxybenzyl)-5-(2-oxoethoxy)-1H-indole-2-carboxylate (Example 136, 380 mg, 0.74 mmol) in methanol (10 mL). The reaction was stirred for 2 h and then the reaction was quenched with water (100 mL). The product was extracted with ethyl acetate (3×40 mL) and then the combined organic extracts were washed with brine, dried over anhydrous magnesium sulfate and concentrated in vacuo to ... The reactants are BrC=1C=C(C=C2C=CC(=NC12)C(Br)Br)F (8-Bromo-2-(dibromomethyl)-6-fluoroquinoline), CCO.O (EtOH H2O). The reagents and catalysts are [N+](=O)([O-])[O-].[Ag+] (silver nitrate). Solvent: CCO (EtOH). Yields the product BrC=1C=C(C=C2C=CC(=NC12)C(=O)O)F (8-bromo-6-fluoroquinoline-2-carboxylic acid). Reaction SMILES: [Br:1][C:2]1[CH:3]=[C:4]([F:15])[CH:5]=[C:6]2[C:11]=1[N:10]=C(C(Br)Br)[CH:8]=[CH:7]2.[CH3:16][CH2:17][OH:18].[OH2:19]>CCO.[N+]([O-])([O-])=O.[Ag+]>[Br:1][C:2]1[CH:3]=[C:4]([F:15])[CH:5]=[C:6]2[C:11]=1[N:10]=[C:16]([C:17]([OH:19])=[O:18])[CH:8]=[CH:7]2 |f:1.2,4.5|. Procedure: 8-Bromo-2-(dibromomethyl)-6-fluoroquinoline (17.2 g, 43.2 mmol) was weighed into a flask and dissolved in 250 mL of EtOH, followed by addition of silver nitrate (23.5 g, 138 mmol) in 100 mL of 1:1 EtOH/H2O. The reaction was heated to reflux for 1 hour, at which time all starting material had been consumed. The reaction was removed from heat and filtered hot through a medium frit scintered glass funnel, affording 5.84 g of 8-bromo-6-fluoroquinoline-2-carboxylic acid as a white/yellow powder. The ... Reactants: N#Cc1ccccc1-c1ccc(C(=O)NCC2CCCN2C(=O)CCCNC(=O)OCc2ccccc2)c(NCCC2CCCCO2)n1, CC#N. Product: N#Cc1ccccc1-c1ccc(C(=O)NCC2CCCN2C(=O)CCCN)c(NCCC2CCCCO2)n1. Reaction SMILES: [C:1](#[N:2])[c:3]1[c:4](-[c:9]2[n:10][c:11]([NH:40][CH2:41][CH2:42][CH:43]3[O:44][CH2:45][CH2:46][CH2:47][CH2:48]3)[c:12]([C:13](=[O:14])[NH:15][CH2:16][CH:17]3[N:18]([C:22]([CH2:23][CH2:24][CH2:25][NH:26][C:27](=[O:28])[O:29][CH2:30][c:31]4[cH:32][cH:33][cH:34][cH:35][cH:36]4)=[O:37])[CH2:19][CH2:20][CH2:21]3)[cH:38][cH:39]2)[cH:5][cH:6][cH:7][cH:8]1.[CH3:49][C:50]#[N:51]>>[C:1](#[N:2])[c:3]1[c:4](-[c:9]2[n:10][c:11]([NH:40][CH2:41][CH2:42][CH:43]3[O:44][CH2:45][CH2:46][CH2:47][CH2:48]3)[c:12]([C:13](=[O:14])[NH:15][CH2:16][CH:17]3[N:18]([C:22]([CH2:23][CH2:24][CH2:25][NH2:26])=[O:37])[CH2:19][CH2:20][CH2:21]3)[cH:38][cH:39]2)[cH:5][cH:6][cH:7][cH:8]1.